From a dataset of the Open Reaction Database (ORD), a public repository of structured organic reaction records. describe an organic reaction: reactants, conditions, products, and yield Product: NC=1C=C(C=CC1)C(CN(C)CC1=CC=2N(C=C(C(C2S1)=O)C(=O)NCC1=CC=C(C=C1)Cl)C)O (2-{[[2-(3-aminophenyl)-2-hydroxyethyl](methyl)amino]methyl}-N-(4-chlorobenzyl)-4-methyl-7-oxo-4,7-dihydrothieno[3,2-b]pyridine-6-carboxamide). RXN SMILES: [Cl:1][C:2]1[CH:24]=[CH:23][C:5]([CH2:6][NH:7][C:8]([C:10]2[C:11](=[O:22])[C:12]3[S:19][C:18]([CH2:20]Cl)=[CH:17][C:13]=3[N:14]([CH3:16])[CH:15]=2)=[O:9])=[CH:4][CH:3]=1.[NH2:25][C:26]1[CH:27]=[C:28]([CH:32]([OH:36])[CH2:33][NH:34][CH3:35])[CH:29]=[CH:30][CH:31]=1.C(N(C(C)C)CC)(C)C>CN(C=O)C.O>[NH2:25][C:26]1[CH:27]=[C:28]([CH:32]([OH:36])[CH2:33][N:34]([CH2:20][C:18]2[S:19][C:12]3[C:11](=[O:22])[C:10]([C:8]([NH:7][CH2:6][C:5]4[CH:23]=[CH:24][C:2]([Cl:1])=[CH:3][CH:4]=4)=[O:9])=[CH:15][N:14]([CH3:16])[C:13]=3[CH:17]=2)[CH3:35])[CH:29]=[CH:30][CH:31]=1. Isolated yield 57.8%. Starting materials: ClC1=CC=C(CNC(=O)C=2C(C3=C(N(C2)C)C=C(S3)CCl)=O)C=C1 (N-(4-chlorobenzyl)-2-(chloromethyl)-4-methyl-7-oxo-4,7-dihydrothieno[3,2-b]pyridine-6-carboxamide), NC=1C=C(C=CC1)C(CNC)O (1-(3-aminophenyl)-2-(methylamino)ethanol), C(C)(C)N(CC)C(C)C (diisopropylethylamine). Run in CN(C)C=O (DMF), O (water). Reaction conditions: temperature 60 celsius, time 5 hour. Procedure: A mixture of N-(4-chlorobenzyl)-2-(chloromethyl)-4-methyl-7-oxo-4,7-dihydrothieno[3,2-b]pyridine-6-carboxamide (80 mg, 0.21 mmol), 1-(3-aminophenyl)-2-(methylamino)ethanol (Zhur. Obshchei Khim. (J. Gen. Chem.) 1952, 22, 496-502)(53 mg, 0.32 mmol) and diisopropylethylamine (67 μL, 0.38 mmol) in dry DMF (5 mL) was heated to 60° C., becoming a solution. The reaction was stirred for 5 hours at that temperature. After cooling to room temperature, the solution was diluted with water (15 mL). The resul... Reactants: ClC=1C=C(C=CC1OCC1=CC(=CC=C1)F)NC1=NC=NC=2C=CC(CC12)=NOCCN(CC)C(=O)OC(C)(C)C (4-(3-chloro-4-(3-fluorobenzyloxy)phenylamino)-6-(2-(N-(t-butoxycarbonyl)-N-ethylamino)ethyloxyimino)quinazoline), FC(C(=O)O)(F)F (trifluoroacetic acid). Run in C(Cl)(Cl)Cl (chloroform). Reaction conditions: time 1 hour. Product: ClC=1C=C(C=CC1OCC1=CC(=CC=C1)F)NC1=NC=NC=2C=CC(CC12)=NOCCNCC (4-(3-chloro-4-(3-fluorobenzyloxy)phenylamino)-6-(2-(N-ethylamino)ethyloxyimino)quinazoline). Yield: 62.6%. As a reaction SMILES: [Cl:1][C:2]1[CH:3]=[C:4]([NH:17][C:18]2[C:27]3[CH2:26][C:25](=[N:28][O:29][CH2:30][CH2:31][N:32](C(OC(C)(C)C)=O)[CH2:33][CH3:34])[CH:24]=[CH:23][C:22]=3[N:21]=[CH:20][N:19]=2)[CH:5]=[CH:6][C:7]=1[O:8][CH2:9][C:10]1[CH:15]=[CH:14][CH:13]=[C:12]([F:16])[CH:11]=1.FC(F)(F)C(O)=O>C(Cl)(Cl)Cl>[Cl:1][C:2]1[CH:3]=[C:4]([NH:17][C:18]2[C:27]3[CH2:26][C:25](=[N:28][O:29][CH2:30][CH2:31][NH:32][CH2:33][CH3:34])[CH:24]=[CH:23][C:22]=3[N:21]=[CH:20][N:19]=2)[CH:5]=[CH:6][C:7]=1[O:8][CH2:9][C:10]1[CH:15]=[CH:14][CH:13]=[C:12]([F:16])[CH:11]=1. Procedure: In chloroform (1.8 ml) was dissolved 4-(3-chloro-4-(3-fluorobenzyloxy)phenylamino)-6-(2-(N-(t-butoxycarbonyl)-N-ethylamino)ethyloxyimino)quinazoline (V-16, 54 mg), and trifluoroacetic acid (1.8 ml) was added, followed by stirring at room temperature for 1 hour. After completion of the reaction, the reaction mixture was concentrated, and diluted with ethyl acetate. The mixture was sequentially washed with aqueous saturated sodium bicarbonate solution, water, and aqueous sodium chlorite solution, ... The reactants are [Br-], C=CCC1(C)CC(c2cccc(Cl)c2)C(c2ccc(Cl)cc2)N(C(CC)CC=O)C1=O, C1CCOC1, [Mg+]C1CC1. Product: C=CCC1(C)CC(c2cccc(Cl)c2)C(c2ccc(Cl)cc2)N(C(CC)CC(O)C2CC2)C1=O. Reaction SMILES: [Br-:32].[CH2:1]([CH:2]=[CH2:3])[C:4]1([CH3:31])[C:5](=[O:30])[N:6]([CH:24]([CH2:25][CH:26]=[O:27])[CH2:28][CH3:29])[CH:7]([c:17]2[cH:18][cH:19][c:20]([Cl:23])[cH:21][cH:22]2)[CH:8]([c:10]2[cH:11][c:12]([Cl:16])[cH:13][cH:14][cH:15]2)[CH2:9]1.[CH2:37]1[O:38][CH2:39][CH2:40][CH2:41]1.[CH:33]1([Mg+:36])[CH2:34][CH2:35]1>>[CH2:1]([CH:2]=[CH2:3])[C:4]1([CH3:31])[C:5](=[O:30])[N:6]([CH:24]([CH2:25][CH:26]([OH:27])[CH:33]2[CH2:34][CH2:35]2)[CH2:28][CH3:29])[CH:7]([c:17]2[cH:18][cH:19][c:20]([Cl:23])[cH:21][cH:22]2)[CH:8]([c:10]2[cH:11][c:12]([Cl:16])[cH:13][cH:14][cH:15]2)[CH2:9]1. As a reaction SMILES: [NH:1]1[CH:6]=[CH:5][CH:4]=[CH:3][C:2]1=[O:7].[O:8]1[C:10]2[CH2:11][CH2:12][CH2:13][C:9]1=2>[Pd].O1CCCC1.C([O-])(=O)C.[Pd+2].C([O-])(=O)C>[OH:8][CH:9]1[CH2:13][CH:12]([N:1]2[CH:6]=[CH:5][CH:4]=[CH:3][C:2]2=[O:7])[CH:11]=[CH:10]1 |f:4.5.6|. Product: OC1C=CC(C1)N1C(C=CC=C1)=O (1-[(1RS,4SR)-4-hydroxycyclopent-2-en-1-yl]pyridin-2(1H)-one). Run in O1CCCC1 (tetrahydrofuran), O1CCCC1 (tetrahydrofuran). Yield: 18.5%. Reagents/catalysts: [Pd] (palladium(0)), C(C)(=O)[O-].[Pd+2].C(C)(=O)[O-] (palladium(II) acetate). The reactants are N1C(C=CC=C1)=O (2-pyridone), O1C2=C1CCC2 (epoxycyclopentene). Reported procedure: 21 g (0.22 mol) of 2-pyridone are added at 0° C. to a solution of the palladium(0) catalyst prepared as above (2 mol % of palladium(II) acetate) in 200 ml of dry tetrahydrofuran, and 20.1 g (0.245 mol) of epoxycyclopentene, dissolved in 80 ml of tetrahydrofuran, are then added dropwise over a period of 2 hours, while stirring. The solution which forms is stirred at room temperature for 2 days and then concentrated, the residue is dissolved in methylene chloride, the solution is extracted by shak... The reactants are CC(C)COC(=O)Cl, ClCCl, CN1CCOCC1, CC(C)SC(NC(=O)OCc1ccccc1)C(=O)O, Nc1ccccc1C(=O)c1ccccc1. Yields the product CC(C)SC(NC(=O)OCc1ccccc1)C(=O)Nc1ccccc1C(=O)c1ccccc1. Reaction SMILES: [CH2:27]([O:28][C:29]([Cl:30])=[O:31])[CH:32]([CH3:33])[CH3:34].[CH2:50]([Cl:51])[Cl:52].[CH3:20][N:21]1[CH2:22][CH2:23][O:24][CH2:25][CH2:26]1.[CH:1]([CH3:2])([CH3:3])[S:4][CH:5]([NH:6][C:7](=[O:8])[O:9][CH2:10][c:11]1[cH:12][cH:13][cH:14][cH:15][cH:16]1)[C:17](=[O:18])[OH:19].[NH2:35][c:36]1[c:37]([C:38](=[O:39])[c:40]2[cH:41][cH:42][cH:43][cH:44][cH:45]2)[cH:46][cH:47][cH:48][cH:49]1>>[CH:1]([CH3:2])([CH3:3])[S:4][CH:5]([NH:6][C:7](=[O:8])[O:9][CH2:10][c:11]1[cH:12][cH:13][cH:14][cH:15][cH:16]1)[C:17](=[O:19])[NH:35][c:36]1[c:37]([C:38](=[O:39])[c:40]2[cH:41][cH:42][cH:43][cH:44][cH:45]2)[cH:46][cH:47][cH:48][cH:49]1. The reactants are COC=1C=C(C=CC1NC(=O)NC1=C(C=CC=C1)C)CC(=O)O (3-methoxy-4-[N′-(2-methylphenyl)ureido]phenylacetic acid), CO[C@H]1C[C@H](NC1)COC1=CC=C(C(=O)OC)C=C1 (methyl 4-[(2S,4S)4-methoxy-2-pyrrolidinyl]methoxybenzoate), CCN=C=NCCCN(C)C.Cl (EDC.HCl), C=1C=CC2=C(C1)N=NN2O (HOBT), ice water. Solvent: CN(C)C=O (DMF). Run at time 13 hour. Yields the product CO[C@H]1C[C@H](N(C1)C(CC1=CC(=C(C=C1)NC(=O)NC1=C(C=CC=C1)C)OC)=O)COC1=CC=C(C(=O)OC)C=C1 (methyl 4-[(2S,4S)-4-methoxy-1-[3-methoxy-4-[N′-(2-methylphenyl)ureido]phenylacetyl]-2-pyrrolidinyl]methoxybenzoate). The yield is 97.3%. As a reaction SMILES: [CH3:1][O:2][C:3]1[CH:4]=[C:5]([CH2:20][C:21]([OH:23])=O)[CH:6]=[CH:7][C:8]=1[NH:9][C:10]([NH:12][C:13]1[CH:18]=[CH:17][CH:16]=[CH:15][C:14]=1[CH3:19])=[O:11].[CH3:24][O:25][C@@H:26]1[CH2:30][NH:29][C@H:28]([CH2:31][O:32][C:33]2[CH:42]=[CH:41][C:36]([C:37]([O:39][CH3:40])=[O:38])=[CH:35][CH:34]=2)[CH2:27]1.CCN=C=NCCCN(C)C.Cl.C1C=CC2N(O)N=NC=2C=1>CN(C=O)C>[CH3:24][O:25][C@@H:26]1[CH2:30][N:29]([C:21](=[O:23])[CH2:20][C:5]2[CH:6]=[CH:7][C:8]([NH:9][C:10]([NH:12][C:13]3[CH:18]=[CH:17][CH:16]=[CH:15][C:14]=3[CH3:19])=[O:11])=[C:3]([O:2][CH3:1])[CH:4]=2)[C@H:28]([CH2:31][O:32][C:33]2[CH:42]=[CH:41][C:36]([C:37]([O:39][CH3:40])=[O:38])=[CH:35][CH:34]=2)[CH2:27]1 |f:2.3|. Procedure: A mixture of 3-methoxy-4-[N′-(2-methylphenyl)ureido]phenylacetic acid (375 mg, 1.19 mmol), methyl 4-[(2S,4S)4-methoxy-2-pyrrolidinyl]methoxybenzoate (317 mg, 1.19 mmol), EDC.HCl (342 mg, 1.79 mmol), HOBT (242 mg, 1.79 mmol) and Et3 N (0.83 ml, 5.95 mmol) in DMF (5 ml) was stirred at room temperature for 13 h. The mixture was poured into ice water and extracted with EtOAc. The combined extracts were washed with ice water and brine. After dried over Na2SO4, the extracts were concentrated in vacuo....